Dataset: the Open Reaction Database (ORD), a public repository of structured organic reaction records. Task: describe an organic reaction: reactants, conditions, products, and yield Starting materials: CCOC(=O)C1=C(c2ccccc2)c2ccc(OC)cc2C1(O)C1CCCCC1, C1CCOC1, CCO, [Na+], [OH-]. Yields the product COc1ccc2c(c1)C(O)(C1CCCCC1)C(C(=O)O)=C2c1ccccc1. As a reaction SMILES: [CH2:1]([CH3:2])[O:3][C:4](=[O:5])[C:6]1=[C:14]([c:15]2[cH:16][cH:17][cH:18][cH:19][cH:20]2)[c:13]2[c:8]([cH:9][c:10]([O:21][CH3:22])[cH:11][cH:12]2)[C:7]1([OH:23])[CH:24]1[CH2:25][CH2:26][CH2:27][CH2:28][CH2:29]1.[CH2:32]1[O:33][CH2:34][CH2:35][CH2:36]1.[CH3:37][CH2:38][OH:39].[Na+:31].[OH-:30]>>[O:3]=[C:4]([OH:5])[C:6]1=[C:14]([c:15]2[cH:16][cH:17][cH:18][cH:19][cH:20]2)[c:13]2[c:8]([cH:9][c:10]([O:21][CH3:22])[cH:11][cH:12]2)[C:7]1([OH:23])[CH:24]1[CH2:25][CH2:26][CH2:27][CH2:28][CH2:29]1. Reactants: E2, FC=1C=C(C=CC1C(F)(F)F)CO ((3-fluoro-4-(trifluoromethyl)phenyl)methanol), ClC1=NC(N2C(N(CCC2)C)=C1)=O (8-chloro-1-methyl-3,4-dihydro-1H-pyrimido[1,6-a]pyrimidin-6(2H)-one). The product is FC=1C=C(COC2=NC(N3C(N(CCC3)C)=C2)=O)C=CC1C(F)(F)F (8-((3-fluoro-4-(trifluoromethyl)benzyl)oxy)-1-methyl-3,4-dihydro-1H-pyrimido[1,6-a]pyrimidin-6(2H)-one). Reaction SMILES: [F:1][C:2]1[CH:3]=[C:4]([CH2:12][OH:13])[CH:5]=[CH:6][C:7]=1[C:8]([F:11])([F:10])[F:9].Cl[C:15]1[CH:25]=[C:19]2[N:20]([CH3:24])[CH2:21][CH2:22][CH2:23][N:18]2[C:17](=[O:26])[N:16]=1>>[F:1][C:2]1[CH:3]=[C:4]([CH:5]=[CH:6][C:7]=1[C:8]([F:10])([F:11])[F:9])[CH2:12][O:13][C:15]1[CH:25]=[C:19]2[N:20]([CH3:24])[CH2:21][CH2:22][CH2:23][N:18]2[C:17](=[O:26])[N:16]=1. Reported procedure: The title compound or its salt was prepared by a procedure similar to that described for E2 starting from (3-fluoro-4-(trifluoromethyl)phenyl)methanol and 8-chloro-1-methyl-3,4-dihydro-1H-pyrimido[1,6-a]pyrimidin-6(2H)-one. Starting materials: C([O-])([O-])=O.[K+].[K+] (potassium carbonate), COC=1C=C(CBr)C=C(C1)OC (3,5-dimethoxybenzyl bromide), C1(CCCCC1)N1C(NC(C(=C1O)C(=O)NCC(=O)OCC)=O)=O (ethyl N-[(1-cyclohexyl-6-hydroxy-2,4-dioxo-1,2,3,4-tetrahydro-5-pyrimidinyl)carbonyl]glycinate), Cl (hydrochloric acid). Run in CC(=O)N(C)C (dimethylacetamide). Reaction conditions: time 8 hour. Product: COC=1C=C(C=C(C1)OC)CN1C(N(C(=C(C1=O)C(=O)NCC(=O)O)O)C1CCCCC1)=O (N-[(3-{[3,5-Bis(methyloxy)phenyl]methyl}-1-cyclohexyl-6-hydroxy-2,4-dioxo-1,2,3,4-tetrahydro-5-pyrimidinyl)carbonyl]glycine). Yield: 41.2%. Reaction SMILES: [CH:1]1([N:7]2[C:12]([OH:13])=[C:11]([C:14]([NH:16][CH2:17][C:18]([O:20]CC)=[O:19])=[O:15])[C:10](=[O:23])[NH:9][C:8]2=[O:24])[CH2:6][CH2:5][CH2:4][CH2:3][CH2:2]1.C(=O)([O-])[O-].[K+].[K+].[CH3:31][O:32][C:33]1[CH:34]=[C:35]([CH:38]=[C:39]([O:41][CH3:42])[CH:40]=1)[CH2:36]Br.Cl>CC(N(C)C)=O>[CH3:42][O:41][C:39]1[CH:38]=[C:35]([CH2:36][N:9]2[C:10](=[O:23])[C:11]([C:14]([NH:16][CH2:17][C:18]([OH:20])=[O:19])=[O:15])=[C:12]([OH:13])[N:7]([CH:1]3[CH2:2][CH2:3][CH2:4][CH2:5][CH2:6]3)[C:8]2=[O:24])[CH:34]=[C:33]([O:32][CH3:31])[CH:40]=1 |f:1.2.3|. Reported procedure: A mixture of ethyl N-[(1-cyclohexyl-6-hydroxy-2,4-dioxo-1,2,3,4-tetrahydro-5-pyrimidinyl)carbonyl]glycinate (340 mg, 1.0 mmoles), pulv. potassium carbonate (1.5 g, 11 mmoles) and 3,5-dimethoxybenzyl bromide (300 mg, 1.3 mmoles) in dimethylacetamide (5 mL) was vigorously stirred at 100° C. for 3 hours. The mixture was poured into 1 molar hydrochloric acid and extracted with ethyl acetate. The organic solution was washed with 1 molar hydrochloric acid and evaporated. The residue was purified by fl... Reactants: [H][H] (hydrogen), [H][H] (hydrogen), [N+](=O)([O-])C=1C=C(C(=O)C2=CC(=CC=C2)[N+](=O)[O-])C=CC1Br (3,3'-dinitro-4-bromo benzophenone). Reagents/catalysts: [Pd] (palladium). Run in O1CCOCC1 (dioxane). The product is NC=1C=C(C(=O)C2=CC(=CC=C2)N)C=CC1 (3,3'-diamino benzophenone). Yield: 93.0%. As a reaction SMILES: [N+:1]([C:4]1[CH:5]=[C:6]([CH:18]=[CH:19][C:20]=1Br)[C:7]([C:9]1[CH:14]=[CH:13][CH:12]=[C:11]([N+:15]([O-])=O)[CH:10]=1)=[O:8])([O-])=O.[H][H]>[Pd].O1CCOCC1>[NH2:1][C:4]1[CH:5]=[C:6]([CH:18]=[CH:19][CH:20]=1)[C:7]([C:9]1[CH:14]=[CH:13][CH:12]=[C:11]([NH2:15])[CH:10]=1)=[O:8]. Procedure details: To a closed glass vessel equipped with a thermometer and a stirrer, there are charged 105.3 g (0.3 moles) of 3,3'-dinitro-4-bromo benzophenone, 5 g of 5% palladium/active carbon catalyst (available from Nihon-Engelhardt Co.) and 300 ml of dioxane. With the mixture being stirred at 70°-80° C., hydrogen is introduced into the vessel so that 40.5 l (1.81 moles) of hydrogen is absorbed in the mixture over about 8 hours. Then, after 33 g (0.33 moles) of 40% aqueous solution of caustic soda is added, ...